This data is from the Open Reaction Database (ORD), a public repository of structured organic reaction records. The task is: describe an organic reaction: reactants, conditions, products, and yield The reactants are C(C)(C)(C)C=1C=C(C=NO)C=C(C1O)C(C)(C)C (3,5-Di-tert-butyl-4-hydroxy-benzaldehyde oxime), C(O)([O-])=O.[Na+] (sodium hydrogencarbonate). Run in C(C)(=O)OC(C)=O (acetic anhydride), C(C)OCC (diethyl ether). Conditions: temperature 0 celsius. The product is C(C)(C)(C)C=1C=C(C#N)C=C(C1O)C(C)(C)C (3,5-Di-tert-butyl-4-hydroxy-benzonitrile). Yield: 54.0%. As a reaction SMILES: [C:1]([C:5]1[CH:6]=[C:7]([CH:11]=[C:12]([C:15]([CH3:18])([CH3:17])[CH3:16])[C:13]=1[OH:14])[CH:8]=[N:9]O)([CH3:4])([CH3:3])[CH3:2].C(=O)([O-])O.[Na+]>C(OC(=O)C)(=O)C.C(OCC)C>[C:15]([C:12]1[CH:11]=[C:7]([CH:6]=[C:5]([C:1]([CH3:4])([CH3:3])[CH3:2])[C:13]=1[OH:14])[C:8]#[N:9])([CH3:18])([CH3:17])[CH3:16] |f:1.2|. Procedure: A solution of 3,5-Di-tert-butyl-4-hydroxy-benzaldehyde oxime (3.0 grams, 8.4 mmole) in acetic anhydride (6 ml) was was refluxed for 2 hours. The mixture was cooled to 0° C. and saturated sodium hydrogencarbonate was added. The mixture was extracted with methylene chloride. The combined extracts were washed with saturated NaHCO3, dried over Na2SO4, filtered, and concentrated to give a solid. This was dissolved in diethyl ether and extracted with 1 N sodium hydroxide which was then acidified to pH... Reactants: C1(CCCCC1)(CO)CO (cyclohexanedimethanol), N(=C=O)CCC[Si](OC)(OC)OC (isocyanatopropyltrimethoxysilane), C1(CCCCC1)(CO)CO (cyclohexanedimethanol), C(CCCCCCCCCCC)(=O)[O-].C(CCCCCCCCCCC)(=O)[O-].C(CCC)[Sn+2]CCCC (dibutyl tin dilaurate). Conditions: time 2 hour. Product: C1(CCCCC1)(CO)CO.[SiH4] (Cyclohexanedimethanol Silane). As a reaction SMILES: [C:1]1([CH2:9][OH:10])([CH2:7][OH:8])[CH2:6][CH2:5][CH2:4][CH2:3][CH2:2]1.C([O-])(=O)CCCCCCCCCCC.C([O-])(=O)CCCCCCCCCCC.C([Sn+2]CCCC)CCC.N(CCC[Si:54](OC)(OC)OC)=C=O>>[C:1]1([CH2:9][OH:10])([CH2:7][OH:8])[CH2:6][CH2:5][CH2:4][CH2:3][CH2:2]1.[SiH4:54] |f:1.2.3,5.6|. Procedure: Melt cyclohexanedimethanol in laboratory oven. When melted, take 294.7 g of cyclohexanedimethanol along with 0.11 g dibutyl tin dilaurate and place in a flask at about 35° C. Add 419.5 g of isocyanatopropyltrimethoxysilane over 75 minutes. Then hold for two hours. Cool and empty. Starting materials: Cl.NO (hydroxylamine hydrochloride), ClC1=CC=C(C(=N1)NC(OC(C)(C)C)=O)C=O (tert-Butyl (6-chloro-3-formylpyridin-2-yl)carbamate), C(C)O (ethanol), C(C)(=O)[O-].[Na+] (sodium acetate). Run in O (water), O (water). Conditions: time 5 minute. Product: ClC1=CC=C(C(=N1)NC(OC(C)(C)C)=O)C=NO (tert-Butyl {6-chloro-3-[(hydroxyimino)methyl]pyridin-2-yl}carbamate). Reaction SMILES: [Cl:1][C:2]1[N:7]=[C:6]([NH:8][C:9](=[O:15])[O:10][C:11]([CH3:14])([CH3:13])[CH3:12])[C:5]([CH:16]=O)=[CH:4][CH:3]=1.C(O)C.C([O-])(=O)C.[Na+].Cl.[NH2:27][OH:28]>O>[Cl:1][C:2]1[N:7]=[C:6]([NH:8][C:9](=[O:15])[O:10][C:11]([CH3:14])([CH3:13])[CH3:12])[C:5]([CH:16]=[N:27][OH:28])=[CH:4][CH:3]=1 |f:2.3,4.5|. Reported procedure: 15.45 g (60.2 mmol) of tert-butyl (6-chloro-3-formylpyridin-2-yl)carbamate (Example 106A) are introduced into 750 ml of ethanol, and a solution of 225 ml of water and 9.38 g (120.4 mmol) of sodium acetate is added and stirred for 5 min. A solution of 225 ml of water and 8.36 g (114.4 mmol) of hydroxylamine hydrochloride is added, and the mixture is stirred at RT for 4 h. The reaction mixture is concentrated in a rotary evaporator at 20° C. The residue is taken up in ethyl acetate and washed twic... Reactants: CCOC(=O)Cc1cccc(Oc2ccc(Br)cc2CN2CCOC2=O)c1, CO, [Li+], [OH-], O. The product is O=C(O)Cc1cccc(Oc2ccc(Br)cc2CN2CCOC2=O)c1. RXN SMILES: [CH2:1]([CH3:2])[O:3][C:4]([CH2:5][c:6]1[cH:7][c:8]([O:12][c:13]2[c:14]([CH2:20][N:21]3[C:22](=[O:26])[O:23][CH2:24][CH2:25]3)[cH:15][c:16]([Br:19])[cH:17][cH:18]2)[cH:9][cH:10][cH:11]1)=[O:27].[CH3:30][OH:31].[Li+:28].[OH-:29].[OH2:32]>>[O:3]=[C:4]([CH2:5][c:6]1[cH:7][c:8]([O:12][c:13]2[c:14]([CH2:20][N:21]3[C:22](=[O:26])[O:23][CH2:24][CH2:25]3)[cH:15][c:16]([Br:19])[cH:17][cH:18]2)[cH:9][cH:10][cH:11]1)[OH:27]. The reactants are [Na] (sodium), C(CCC)N=C=O (butylisocyanate), [Na] (sodium), Cl.C(C1=CC=CC=C1)(=N)N (benzamidine hydrochloride). Solvent: CC(=O)C (acetone). Product: C(CCC)NC(=O)NC(C1=CC=CC=C1)=N (1-Butyl-3-(benzimidoyl)urea). Reaction SMILES: [Na].Cl.[C:3]([NH2:11])(=[NH:10])[C:4]1[CH:9]=[CH:8][CH:7]=[CH:6][CH:5]=1.[CH2:12]([N:16]=[C:17]=[O:18])[CH2:13][CH2:14][CH3:15]>CC(C)=O>[CH2:12]([NH:16][C:17]([NH:10][C:3](=[NH:11])[C:4]1[CH:9]=[CH:8][CH:7]=[CH:6][CH:5]=1)=[O:18])[CH2:13][CH2:14][CH3:15] |f:1.2,^1:0|. Reported procedure: Following a procedure similar to that described in Example 23 but using 7.7 g. sodium in 1100 ml. dry sodium, 52.4 g. benzamidine hydrochloride, and 33.1 g. butylisocyanate in 400 ml. dry acetone there was obtained, after recrystallization from ethyl acetate, 62.2 g. 1-butyl-3-(benzimidoyl)urea hydrochloride; m.p. 139°-141°C. The solvent is N1CCCCC1 (piperidine). RXN SMILES: I[C:2]1[CH:11]=[CH:10][C:5]([O:6][CH2:7][CH2:8][OH:9])=[C:4]([CH3:12])[CH:3]=1.[Cl:13][C:14]1[CH:19]=[CH:18][C:17]([C:20]2[CH:21]=[CH:22][C:23]([C:26]#[CH:27])=[N:24][CH:25]=2)=[CH:16][CH:15]=1>N1CCCCC1>[Cl:13][C:14]1[CH:15]=[CH:16][C:17]([C:20]2[CH:21]=[CH:22][C:23]([C:26]#[C:27][C:2]3[CH:11]=[CH:10][C:5]([O:6][CH2:7][CH2:8][OH:9])=[C:4]([CH3:12])[CH:3]=3)=[N:24][CH:25]=2)=[CH:18][CH:19]=1. The product is ClC1=CC=C(C=C1)C=1C=CC(=NC1)C#CC1=CC(=C(OCCO)C=C1)C (2-{4-[5-(4-chloro-phenyl)-pyridin-2-ylethynyl]-2-methyl-phenoxy}-ethanol). The reactants are IC1=CC(=C(OCCO)C=C1)C (2-(4-iodo-2-methyl-phenoxy)-ethanol), ClC1=CC=C(C=C1)C=1C=CC(=NC1)C#C (5-(4-chloro-phenyl)-2-ethynyl-pyridine). Procedure: Prepared analogously to Example 4b from 380 mg (1.37 mmol) 2-(4-iodo-2-methyl-phenoxy)-ethanol and 292 mg (1.37 mmol) 5-(4-chloro-phenyl)-2-ethynyl-pyridine in 38 mL piperidine. Starting materials: Cl, [Na+], COC(=O)c1coc(CN2C(=O)C3(COc4cc5c(cc43)OCO5)c3ccccc32)n1, C1CCOC1, [OH-], O. Yields the product O=C(O)c1coc(CN2C(=O)C3(COc4cc5c(cc43)OCO5)c3ccccc32)n1. RXN SMILES: [ClH:34].[Na+:33].[O:1]=[C:2]1[N:3]([CH2:22][c:23]2[o:24][cH:25][c:26]([C:28](=[O:29])[O:30][CH3:31])[n:27]2)[c:4]2[cH:5][cH:6][cH:7][cH:8][c:9]2[C:10]12[CH2:11][O:12][c:13]1[c:14]2[cH:15][c:16]2[c:17]([cH:21]1)[O:18][CH2:19][O:20]2.[O:35]1[CH2:36][CH2:37][CH2:38][CH2:39]1.[OH-:32].[OH2:40]>>[O:1]=[C:2]1[N:3]([CH2:22][c:23]2[o:24][cH:25][c:26]([C:28](=[O:29])[OH:30])[n:27]2)[c:4]2[cH:5][cH:6][cH:7][cH:8][c:9]2[C:10]12[CH2:11][O:12][c:13]1[c:14]2[cH:15][c:16]2[c:17]([cH:21]1)[O:18][CH2:19][O:20]2.